This data is from the Open Reaction Database (ORD), a public repository of structured organic reaction records. The task is: describe an organic reaction: reactants, conditions, products, and yield Reactants: COC1=C(C(=C(C2=CC=CC=C12)OC)C)/C=C(/C(=O)OCC)\C (Ethyl (E)-3-(1,4-dimethoxy-3-methylnaphthalen-2-yl)-2-methylpropenoate), product, Et2O hexanes, COC1=C(C=C(C2=CC=CC=C12)OC)/C=C(/C(=O)O)\C ((E)-3-(1,4-dimethoxynaphthalen-2-yl)-2-methylpropenoic acid). The solvent is hexanes, CC(=O)C (acetone). Product: COC1=C(C(=C(C2=CC=CC=C12)OC)C)/C=C(/C(=O)O)\C ((E)-3-(1,4-dimethoxy-3-methylnaphthalen-2-yl)-2-methylpropenoic acid). RXN SMILES: [CH3:1][O:2][C:3]1[C:12]2[C:7](=[CH:8][CH:9]=[CH:10][CH:11]=2)[C:6]([O:13][CH3:14])=[C:5]([CH3:15])[C:4]=1/[CH:16]=[C:17](\[CH3:23])/[C:18]([O:20]CC)=[O:19].COC1C2C(=CC=CC=2)C(OC)=CC=1/C=C(\C)/C(O)=O>CC(C)=O>[CH3:1][O:2][C:3]1[C:12]2[C:7](=[CH:8][CH:9]=[CH:10][CH:11]=2)[C:6]([O:13][CH3:14])=[C:5]([CH3:15])[C:4]=1/[CH:16]=[C:17](\[CH3:23])/[C:18]([OH:20])=[O:19]. Procedure details: Compound 99a was prepared from 98a (0.176 g, 0.560 mmol) as described above for 29a to give 0.134 g (0.468 mmol, 83%) of the product as a light yellow solid following flash chromatography (3:17 acetone:hexanes 0.5% AcOH) and recrystallization from Et2O/hexanes. The reactants are Cl, COc1cc(N2CCC(n3c(=O)[nH]c4ncccc43)CC2)cc(C(=O)N2CCc3cc(F)ccc32)n1, CN(C)C=O, c1ccncc1. Yields the product O=C(c1cc(N2CCC(n3c(=O)[nH]c4ncccc43)CC2)cc(=O)[nH]1)N1CCc2cc(F)ccc21. RXN SMILES: [ClH:37].[F:1][c:2]1[cH:3][c:4]2[c:8]([cH:9][cH:10]1)[N:7]([C:11](=[O:12])[c:13]1[cH:14][c:15]([N:21]3[CH2:22][CH2:23][CH:24]([n:27]4[c:28](=[O:36])[nH:29][c:30]5[n:31][cH:32][cH:33][cH:34][c:35]45)[CH2:25][CH2:26]3)[cH:16][c:17]([O:19][CH3:20])[n:18]1)[CH2:6][CH2:5]2.[O:44]=[CH:45][N:46]([CH3:47])[CH3:48].[n:38]1[cH:39][cH:40][cH:41][cH:42][cH:43]1>>[F:1][c:2]1[cH:3][c:4]2[c:8]([cH:9][cH:10]1)[N:7]([C:11](=[O:12])[c:13]1[cH:14][c:15]([N:21]3[CH2:22][CH2:23][CH:24]([n:27]4[c:28](=[O:36])[nH:29][c:30]5[n:31][cH:32][cH:33][cH:34][c:35]45)[CH2:25][CH2:26]3)[cH:16][c:17](=[O:19])[nH:18]1)[CH2:6][CH2:5]2. Starting materials: NC1=CC(=C(C#N)C=C1F)F (4-amino-2,5-difluorobenzonitrile), CO (methanol), O(C(=O)OC(C)(C)C)C(=O)OC(C)(C)C (BOC2O). Run in O1CCCC1 (tetrahydrofuran), O1CCCC1 (tetrahydrofuran). Run at temperature 0 celsius, time 2 hour. Yields the product C(C)(C)(C)OC(NCC1=C(C=C(C(=C1)F)N)F)=O ((4-amino-2,5-difluorobenzyl)carbamic acid t-butyl ester). The yield is 51.4%. RXN SMILES: [NH2:1][C:2]1[C:9]([F:10])=[CH:8][C:5]([C:6]#[N:7])=[C:4]([F:11])[CH:3]=1.CO.[O:14](C(OC(C)(C)C)=O)[C:15]([O:17][C:18]([CH3:21])([CH3:20])[CH3:19])=O>O1CCCC1>[C:18]([O:17][C:15](=[O:14])[NH:7][CH2:6][C:5]1[CH:8]=[C:9]([F:10])[C:2]([NH2:1])=[CH:3][C:4]=1[F:11])([CH3:21])([CH3:20])[CH3:19]. Reported procedure: A dried 50 ml two-neck round bottom flask was filled with argon gas. The solution of 4-amino-2,5-difluorobenzonitrile (0.5 g, 3.24 mmol) in tetrahydrofuran was put into the flask and cooled to 0° C. To the solution was added Borane-THF complex (2 eq, 6.49 mmol, 6.49 ml) slowly. The temperature of the mixture was raised and heated to reflux for 18 hours. After confirming the completion of the reaction with TLC, to the solution was added methanol slowly (generation of bubbles) and stirred for 2 ho...